From a dataset of the Open Reaction Database (ORD), a public repository of structured organic reaction records. describe an organic reaction: reactants, conditions, products, and yield The reactants are C1CCOC1, COS(=O)(=O)OC, CCOC(C)=O, O, CCOC(=O)C(=NO)c1ccccc1C. Yields the product CCOC(=O)C(=NOC)c1ccccc1C. As a reaction SMILES: [CH2:1]1[O:2][CH2:3][CH2:4][CH2:5]1.[CH3:21][O:22][S:23]([O:24][CH3:25])(=[O:26])=[O:27].[CH3:29][CH2:30][O:31][C:32](=[O:33])[CH3:34].[OH2:28].[OH:6][N:7]=[C:8]([C:9](=[O:10])[O:11][CH2:12][CH3:13])[c:14]1[c:15]([CH3:20])[cH:16][cH:17][cH:18][cH:19]1>>[CH3:1][O:6][N:7]=[C:8]([C:9](=[O:10])[O:11][CH2:12][CH3:13])[c:14]1[c:15]([CH3:20])[cH:16][cH:17][cH:18][cH:19]1. Reaction conditions: time 6 hour. Procedure: A mixture of 2-thiocytosine (0.51 g.), dimethylformamide (5 ml.), N-(2-bromoethyl)phthalimide (1.12 g.) and 1,8-diazabicyclo[5,4,0]undec-5-ene (0.67 g.) was stirred at room temperature for 6 hours and then evaporated to dryness. The residue was stirred with a mixture of water and ethyl acetate and the insoluble material collected to give 4-amino-2-(2-phthalimidoethylthio)pyrimidine which was used without further purification. RXN SMILES: [NH:1]1[CH:8]=[CH:7][C:5]([NH2:6])=[N:4][C:2]1=[S:3].Br[CH2:10][CH2:11][N:12]1[C:16](=[O:17])[C:15]2=[CH:18][CH:19]=[CH:20][CH:21]=[C:14]2[C:13]1=[O:22].N12CCCNC1C=CCCC2>CN(C)C=O>[NH2:6][C:5]1[CH:7]=[CH:8][N:1]=[C:2]([S:3][CH2:10][CH2:11][N:12]2[C:16](=[O:17])[C:15]3=[CH:18][CH:19]=[CH:20][CH:21]=[C:14]3[C:13]2=[O:22])[N:4]=1. The solvent is CN(C=O)C (dimethylformamide). Reactants: N1C(=S)N=C(N)C=C1 (2-thiocytosine), BrCCN1C(C=2C(C1=O)=CC=CC2)=O (N-(2-bromoethyl)phthalimide), N12CCCC=CC2NCCC1 (1,8-diazabicyclo[5,4,0]undec-5-ene). The product is NC1=NC(=NC=C1)SCCN1C(C=2C(C1=O)=CC=CC2)=O (4-amino-2-(2-phthalimidoethylthio)pyrimidine). Reactants: OC(C)(C)CCC[C@@H](C)[C@H]1CC[C@H]2[C@@H]3CC=C4C[C@@H](O)CC[C@]4(C)[C@H]3CC[C@]12C (25-hydroxycholesterol), S(O)(O)(=O)=O (sulfuric acid), P(=O)(Cl)(Cl)Cl (phosphorus oxychloride). Yields the product C[C@H](CCC=C(C)C)[C@H]1CC[C@@H]2[C@@]1(CC[C@H]3[C@H]2CC=C4[C@@]3(CC[C@@H](C4)O)C)C (desmosterol). RXN SMILES: O[C:2]([CH2:5][CH2:6][CH2:7][C@H:8]([C@@H:10]1[C@:28]2([CH3:29])[C@H:13]([C@H:14]3[C@H:25]([CH2:26][CH2:27]2)[C@:23]2([CH3:24])[C:17]([CH2:18][C@H:19]([CH2:21][CH2:22]2)[OH:20])=[CH:16][CH2:15]3)[CH2:12][CH2:11]1)[CH3:9])([CH3:4])[CH3:3].S(=O)(=O)(O)O.P(Cl)(Cl)(Cl)=O>>[CH3:9][C@@H:8]([C@@H:10]1[C@@:28]2([CH3:29])[CH2:27][CH2:26][C@@H:25]3[C@@:23]4([CH3:24])[CH2:22][CH2:21][C@H:19]([OH:20])[CH2:18][C:17]4=[CH:16][CH2:15][C@H:14]3[C@@H:13]2[CH2:12][CH2:11]1)[CH2:7][CH2:6][CH:5]=[C:2]([CH3:3])[CH3:4]. Procedure details: As the starting material, which is converted to 25-hydroxycholesterol by Grignard reaction, and then dehydrated in the presence of sulfuric acid or phosphorus oxychloride to provide desmosterol or an ester thereof (see J. Org. Chem. 23, p. 459, and J. Lipid Research, 8, p. 152). This method however again has such deficiencies as that the starting 25-ketonorcholesterol is expensive and that the yield of dehydration reaction is low. Particularly when phosphorus oxychloride is used in the reaction,... Reactants: ClCCl, COc1cnc2c(c1)cc(C(O)c1ccc(SC)c(C(F)(F)F)c1)n2S(=O)(=O)c1ccccc1. Yields the product COc1cnc2c(c1)cc(C(=O)c1ccc(SC)c(C(F)(F)F)c1)n2S(=O)(=O)c1ccccc1. As a reaction SMILES: [Cl:35][CH2:36][Cl:37].[c:1]1([S:7](=[O:8])(=[O:9])[n:10]2[c:11]([CH:21]([OH:22])[c:23]3[cH:24][c:25]([C:31]([F:32])([F:33])[F:34])[c:26]([S:29][CH3:30])[cH:27][cH:28]3)[cH:12][c:13]3[c:14]2[n:15][cH:16][c:17]([O:19][CH3:20])[cH:18]3)[cH:2][cH:3][cH:4][cH:5][cH:6]1>>[c:1]1([S:7](=[O:8])(=[O:9])[n:10]2[c:11]([C:21](=[O:22])[c:23]3[cH:24][c:25]([C:31]([F:32])([F:33])[F:34])[c:26]([S:29][CH3:30])[cH:27][cH:28]3)[cH:12][c:13]3[c:14]2[n:15][cH:16][c:17]([O:19][CH3:20])[cH:18]3)[cH:2][cH:3][cH:4][cH:5][cH:6]1.